From a dataset of the Open Reaction Database (ORD), a public repository of structured organic reaction records. describe an organic reaction: reactants, conditions, products, and yield Reactants: Br.C(C1=CC=CC=C1)C1N(CCCC1)CCOC1=CC=C(C=C1)[N+](=O)[O-] (2-Benzyl-1-(2-(4-nitrophenoxy)ethyl)piperidine hydrobromide), Cl.C(C1=CC=CC=C1)C1NCCCC1 (2-benzylpiperidine hydrochloride), C(=O)([O-])[O-].[K+].[K+] (K2CO3). Solvent: CC#N (CH3CN). The product is BrCCOC1=CC=C(C=C1)[N+](=O)[O-] (1-bromo-2-(4-nitrophenoxy)ethane), Br.C(C1=CC=CC=C1)C1N(CCCC1)CCOC1=CC=C(C=C1)[N+](=O)[O-] (2-Benzyl-1-(2-(4-nitrophenoxy)ethyl)-piperidine hydrobromide). The yield is 45.0%. As a reaction SMILES: [BrH:1].[CH2:2]([CH:9]1[CH2:14][CH2:13][CH2:12][CH2:11][N:10]1[CH2:15][CH2:16][O:17][C:18]1[CH:23]=[CH:22][C:21]([N+:24]([O-:26])=[O:25])=[CH:20][CH:19]=1)[C:3]1[CH:8]=[CH:7][CH:6]=[CH:5][CH:4]=1.Cl.C(C1CCCCN1)C1C=CC=CC=1.C([O-])([O-])=O.[K+].[K+]>CC#N>[Br:1][CH2:15][CH2:16][O:17][C:18]1[CH:23]=[CH:22][C:21]([N+:24]([O-:26])=[O:25])=[CH:20][CH:19]=1.[BrH:1].[CH2:2]([CH:9]1[CH2:14][CH2:13][CH2:12][CH2:11][N:10]1[CH2:15][CH2:16][O:17][C:18]1[CH:23]=[CH:22][C:21]([N+:24]([O-:26])=[O:25])=[CH:20][CH:19]=1)[C:3]1[CH:4]=[CH:5][CH:6]=[CH:7][CH:8]=1 |f:0.1,2.3,4.5.6,9.10|. Procedure details: 2-Benzyl-1-(2-(4-nitrophenoxy)ethyl)piperidine hydrobromide. From a mixture of 2-benzylpiperidine hydrochloride (1.00 g, 4.72 mmol), K2CO3 (1.30 g, 9.44 mmol) and 1-bromo-2-(4-nitrophenoxy)ethane (1.17 g, 4.96 mmol) in CH3CN (50 mL) there was obtained the hydrobromide as a pale yellow solid (888 mg, 45%); mp 180-182° C., 1H NMR (CDCl3) 1.35-2.42 (m, 6H), 2.75-405 (m, 7H), 4.50-4.95 (m, 2H), 6.95-7.37 (m, 7H), 8.15-8.26 (m, 2H), 11.72 and 11.88 (overlapping bs, 1H). Anal. Calcd for C20H25BrN2O3: ... Starting materials: C(C1=CC=CC=C1)N(C[C@@H](COC=1C=CC(=C(C1)NS(=O)(=O)C)OCC1=CC=CC=C1)O)[C@@H]1CC[C@H](CC1)C1=CC=C(C=C1)O (trans-N-[5-[((2S)-3-{benzyl[4-(4-hydroxyphenyl)cyclohexyl]amino}-2-hydroxypropyl)oxy]-2-(benzyloxy)phenyl]methanesulfonamide). Reagents/catalysts: [Pd] (palladium-on-charcoal). Run in C(C)O (ethanol). Conditions: time 2 hour. Yields the product OC1=C(C=C(C=C1)OC[C@H](CN[C@@H]1CC[C@H](CC1)C1=CC=C(C=C1)O)O)NS(=O)(=O)C (trans-N-{2-hydroxy-5-[((2S)-2-hydroxy-3-{[4-(4-hydroxyphenyl)cyclohexyl]amino}propyl)oxy]phenyl}methanesulfonamide), solid. Isolated yield 67.0%. As a reaction SMILES: C([N:8]([C@H:33]1[CH2:38][CH2:37][C@H:36]([C:39]2[CH:44]=[CH:43][C:42]([OH:45])=[CH:41][CH:40]=2)[CH2:35][CH2:34]1)[CH2:9][C@H:10]([OH:32])[CH2:11][O:12][C:13]1[CH:14]=[CH:15][C:16]([O:24]CC2C=CC=CC=2)=[C:17]([NH:19][S:20]([CH3:23])(=[O:22])=[O:21])[CH:18]=1)C1C=CC=CC=1>C(O)C.[Pd]>[OH:24][C:16]1[CH:15]=[CH:14][C:13]([O:12][CH2:11][C@@H:10]([OH:32])[CH2:9][NH:8][C@H:33]2[CH2:38][CH2:37][C@H:36]([C:39]3[CH:44]=[CH:43][C:42]([OH:45])=[CH:41][CH:40]=3)[CH2:35][CH2:34]2)=[CH:18][C:17]=1[NH:19][S:20]([CH3:23])(=[O:22])=[O:21]. Procedure: A mixture of 0.8 g (1.26 mmol) of trans-N-[5-[((2S)-3-{benzyl[4-(4-hydroxyphenyl)cyclohexyl]amino}-2-hydroxypropyl)oxy]-2-(benzyloxy)phenyl]methanesulfonamide and of 0.2 g of 10% palladium-on-charcoal (50% in water) in ethanol (40 ml) is placed under hydrogen atmosphere and stirred for 2 h. The reaction mixture is filtered through celite. The solvents are evaporated under reduced pressure and trans-N-{2-hydroxy-5-[((2S)-2-hydroxy-3-{[4-(4-hydroxyphenyl)cyclohexyl]amino}propyl)oxy]phenyl}methanes...